From a dataset of the Open Reaction Database (ORD), a public repository of structured organic reaction records. describe an organic reaction: reactants, conditions, products, and yield Starting materials: S(=O)(=O)(O)O.CNC(=N)N (methylguanidine sulfate), [OH-].[Na+] (sodium hydroxide), CC(=O)C (acetone), S(=O)(=O)([O-])[O-].[Na+].[Na+] (sodium sulfate), COC1=CC=C(C=C1)CC(=O)Cl (4-methoxyphenylacetylchloride), CC(=O)C (acetone). Run at time 2 hour. Yields the product Cl.COC1=CC=C(C=C1)CC(=O)NC(=N)NC(C)C (1-(4-Methoxyphenylacetyl)-3-Isopropylguanidine Hydrochloride). As a reaction SMILES: S(O)(O)(=O)=O.C[NH:7][C:8]([NH2:10])=[NH:9].[OH-].[Na+].S([O-])([O-])(=O)=O.[Na+].[Na+].[CH3:20][O:21][C:22]1[CH:27]=[CH:26][C:25]([CH2:28][C:29]([Cl:31])=[O:30])=[CH:24][CH:23]=1.[CH3:32][C:33]([CH3:35])=O>>[ClH:31].[CH3:20][O:21][C:22]1[CH:27]=[CH:26][C:25]([CH2:28][C:29]([NH:9][C:8]([NH:10][CH:33]([CH3:35])[CH3:32])=[NH:7])=[O:30])=[CH:24][CH:23]=1 |f:0.1,2.3,4.5.6,9.10|. Procedure details: A mixture containing methylguanidine sulfate (16.52 g), 8.8 g of aqueous sodium hydroxide (50% solution), and 100 ml of acetone, is stirred for 21/2 hrs at RT. Anhydrous sodium sulfate (6.0 g) is added, and stirring continued for 1 hr. A solution of 4-methoxyphenylacetylchloride (9.23 g) in 50 ml of acetone is added dropwise and the reaction mixture stirred overnight at RT. The reaction mixture is filtered and the filtrate diluted with 100 ml of saturated aqueous sodium bicarbonate. The acetone ...